This data is from the Open Reaction Database (ORD), a public repository of structured organic reaction records. The task is: describe an organic reaction: reactants, conditions, products, and yield The reactants are C1(CC1)C1=C(C(=NN1C1=CC(=CC=C1)C(F)(F)F)C)C(=O)N1CCC(CC1)=O (1-[5-Cyclopropyl-3-methyl-1-(3-trifluoromethyl-phenyl)-1H-pyrazole-4-carbonyl]-piperidin-4-one), Cl.C[C@H]1NCC[C@H]1O ((2R,3R)-2-methyl-pyrrolidin-3-ol hydrochloride). Product: C1(CC1)C1=C(C(=NN1C1=CC(=CC=C1)C(F)(F)F)C)C(=O)N1CCC(CC1)N1[C@@H]([C@@H](CC1)O)C ([5-Cyclopropyl-3-methyl-1-(3-trifluoromethyl-phenyl)-1H-pyrazol-4-yl]-[4-((2R,3R)-3-hydroxy-2-methyl-pyrrolidin-1-yl)-piperidin-1-yl]-methanone). Reaction SMILES: [CH:1]1([C:4]2[N:8]([C:9]3[CH:14]=[CH:13][CH:12]=[C:11]([C:15]([F:18])([F:17])[F:16])[CH:10]=3)[N:7]=[C:6]([CH3:19])[C:5]=2[C:20]([N:22]2[CH2:27][CH2:26][C:25](=O)[CH2:24][CH2:23]2)=[O:21])[CH2:3][CH2:2]1.Cl.[CH3:30][C@@H:31]1[C@H:35]([OH:36])[CH2:34][CH2:33][NH:32]1>>[CH:1]1([C:4]2[N:8]([C:9]3[CH:14]=[CH:13][CH:12]=[C:11]([C:15]([F:17])([F:16])[F:18])[CH:10]=3)[N:7]=[C:6]([CH3:19])[C:5]=2[C:20]([N:22]2[CH2:23][CH2:24][CH:25]([N:32]3[CH2:33][CH2:34][C@@H:35]([OH:36])[C@H:31]3[CH3:30])[CH2:26][CH2:27]2)=[O:21])[CH2:3][CH2:2]1 |f:1.2|. Procedure: The title compound was prepared from 1-[5-Cyclopropyl-3-methyl-1-(3-trifluoromethyl-phenyl)-1H-pyrazole-4-carbonyl]-piperidin-4-one (Example 181B) and (2R,3R)-2-methyl-pyrrolidin-3-ol hydrochloride (example 188A) in direct analogy to the general procedure used in example 129. MS: 477.3 (MH+). Starting materials: CC(C)(C)OC(=O)Nc1cc(Cl)c(Cl)cc1[N+](=O)[O-], CNCC(C)C, CS(C)=O. Product: CC(C)CN(C)c1cc(NC(=O)OC(C)(C)C)c([N+](=O)[O-])cc1Cl. As a reaction SMILES: [C:1]([CH3:2])([CH3:3])([CH3:4])[O:5][C:6]([NH:7][c:8]1[c:9]([N+:16](=[O:17])[O-:18])[cH:10][c:11]([Cl:15])[c:12]([Cl:14])[cH:13]1)=[O:19].[CH2:20]([CH:21]([CH3:22])[CH3:23])[NH:24][CH3:25].[CH3:26][S:27]([CH3:28])=[O:29]>>[C:1]([CH3:2])([CH3:3])([CH3:4])[O:5][C:6]([NH:7][c:8]1[c:9]([N+:16](=[O:17])[O-:18])[cH:10][c:11]([Cl:15])[c:12]([N:24]([CH2:20][CH:21]([CH3:22])[CH3:23])[CH3:25])[cH:13]1)=[O:19]. Starting materials: C1CCNCC1, Cc1cc(C(C)(C)CC(C)(C)C)cc(O)c1O, C=CCCC1(C)CO1. Product: C=CCCC(C)(O)COc1cc(C(C)(C)CC(C)(C)C)cc(C)c1O. As a reaction SMILES: [CH2:26]1[CH2:27][CH2:28][NH:29][CH2:30][CH2:31]1.[CH3:1][c:2]1[c:3]([OH:17])[c:4]([OH:5])[cH:6][c:7]([C:9]([CH3:10])([CH3:11])[CH2:12][C:13]([CH3:14])([CH3:15])[CH3:16])[cH:8]1.[O:18]1[CH2:19][C:20]1([CH2:21][CH2:22][CH:23]=[CH2:24])[CH3:25]>>[CH3:1][c:2]1[c:3]([OH:17])[c:4]([O:5][CH2:19][C:20]([OH:18])([CH2:21][CH2:22][CH:23]=[CH2:24])[CH3:25])[cH:6][c:7]([C:9]([CH3:10])([CH3:11])[CH2:12][C:13]([CH3:14])([CH3:15])[CH3:16])[cH:8]1. Reactants: CS(=O)(=O)Cl, [H-], [Na+], CC(C)(C)c1cc2cc(NC(=O)C3(c4ccc5c(c4)OCO5)CC3)ccc2[nH]1, CN(C)C=O, O. Yields the product CC(C)(C)c1[nH]c2ccc(NC(=O)C3(c4ccc5c(c4)OCO5)CC3)cc2c1S(C)(=O)=O. Reaction SMILES: [CH3:31][S:32]([Cl:33])(=[O:34])=[O:35].[H-:30].[Na+:29].[O:1]1[CH2:2][O:3][c:4]2[c:5]1[cH:6][cH:7][c:8]([C:10]1([C:13](=[O:14])[NH:15][c:16]3[cH:17][c:18]4[cH:19][c:20]([C:25]([CH3:26])([CH3:27])[CH3:28])[nH:21][c:22]4[cH:23][cH:24]3)[CH2:11][CH2:12]1)[cH:9]2.[O:37]=[CH:38][N:39]([CH3:40])[CH3:41].[OH2:36]>>[O:1]1[CH2:2][O:3][c:4]2[c:5]1[cH:6][cH:7][c:8]([C:10]1([C:13](=[O:14])[NH:15][c:16]3[cH:17][c:18]4[c:19]([S:32]([CH3:31])(=[O:34])=[O:35])[c:20]([C:25]([CH3:26])([CH3:27])[CH3:28])[nH:21][c:22]4[cH:23][cH:24]3)[CH2:11][CH2:12]1)[cH:9]2. The reactants are Cc1nc(Cl)sc1S(=O)(=O)NC(C)(C)C, CCCC[Sn](CCCC)(CCCC)c1cn(-c2cc(C(F)(F)F)cc(-c3ccc(C(F)(F)F)cc3)n2)cn1, CCCCCCC, Cc1ccccc1, c1ccc(P(c2ccccc2)(c2ccccc2)[Pd](P(c2ccccc2)(c2ccccc2)c2ccccc2)(P(c2ccccc2)(c2ccccc2)c2ccccc2)P(c2ccccc2)(c2ccccc2)c2ccccc2)cc1. Yields the product Cc1nc(-c2cn(-c3cc(C(F)(F)F)cc(-c4ccc(C(F)(F)F)cc4)n3)cn2)sc1S(=O)(=O)NC(C)(C)C. Reaction SMILES: [C:39]([CH3:40])([CH3:41])([CH3:42])[NH:43][S:44](=[O:45])(=[O:46])[c:47]1[c:48]([CH3:53])[n:49][c:50]([Cl:52])[s:51]1.[CH2:1]([Sn:2]([CH2:3][CH2:4][CH2:5][CH3:31])([c:6]1[n:7][cH:8][n:9](-[c:11]2[n:12][c:13](-[c:21]3[cH:22][cH:23][c:24]([C:27]([F:28])([F:29])[F:30])[cH:25][cH:26]3)[cH:14][c:15]([C:17]([F:18])([F:19])[F:20])[cH:16]2)[cH:10]1)[CH2:32][CH2:33][CH2:34][CH3:35])[CH2:36][CH2:37][CH3:38].[CH3:54][CH2:55][CH2:56][CH2:57][CH2:58][CH2:59][CH3:60].[CH3:61][c:62]1[cH:63][cH:64][cH:65][cH:66][cH:67]1.[cH:68]1[cH:69][cH:70][c:71]([P:72]([Pd:73]([P:74]([c:75]2[cH:76][cH:77][cH:78][cH:79][cH:80]2)([c:81]2[cH:82][cH:83][cH:84][cH:85][cH:86]2)[c:87]2[cH:88][cH:89][cH:90][cH:91][cH:92]2)([P:93]([c:94]2[cH:95][cH:96][cH:97][cH:98][cH:99]2)([c:100]2[cH:101][cH:102][cH:103][cH:104][cH:105]2)[c:106]2[cH:107][cH:108][cH:109][cH:110][cH:111]2)[P:112]([c:113]2[cH:114][cH:115][cH:116][cH:117][cH:118]2)([c:119]2[cH:120][cH:121][cH:122][cH:123][cH:124]2)[c:125]2[cH:126][cH:127][cH:128][cH:129][cH:130]2)([c:131]2[cH:132][cH:133][cH:134][cH:135][cH:136]2)[c:137]2[cH:138][cH:139][cH:140][cH:141][cH:142]2)[cH:143][cH:144]1>>[c:6]1(-[c:50]2[n:49][c:48]([CH3:53])[c:47]([S:44]([NH:43][C:39]([CH3:40])([CH3:41])[CH3:42])(=[O:45])=[O:46])[s:51]2)[n:7][cH:8][n:9](-[c:11]2[n:12][c:13](-[c:21]3[cH:22][cH:23][c:24]([C:27]([F:28])([F:29])[F:30])[cH:25][cH:26]3)[cH:14][c:15]([C:17]([F:18])([F:19])[F:20])[cH:16]2)[cH:10]1. Starting materials: ClC1=C(CSC=2C(OC(=CC2O)C)=O)C=CC(=C1)Cl (3-(2,4-Dichlorobenzylthio)-4 -hydroxy-6-methyl-2-pyrone), C(C)(=O)OO (peroxyacetic acid), off-white solid. The solvent is O (water), C(C)(=O)O (acetic acid). Product: ClC1=C(CS(=O)C=2C(OC(=CC2O)C)=O)C=CC(=C1)Cl (3-(2,4-Dichlorobenzylsulfinyl)-4-hydroxy-6-methyl-2-pyrone). Reaction SMILES: [Cl:1][C:2]1[CH:18]=[C:17]([Cl:19])[CH:16]=[CH:15][C:3]=1[CH2:4][S:5][C:6]1[C:7](=[O:14])[O:8][C:9]([CH3:13])=[CH:10][C:11]=1[OH:12].C(OO)(=[O:22])C>C(O)(=O)C.O>[Cl:1][C:2]1[CH:18]=[C:17]([Cl:19])[CH:16]=[CH:15][C:3]=1[CH2:4][S:5]([C:6]1[C:7](=[O:14])[O:8][C:9]([CH3:13])=[CH:10][C:11]=1[OH:12])=[O:22]. Procedure details: 3-(2,4-Dichlorobenzylthio)-4 -hydroxy-6-methyl-2-pyrone (13.0 g., 0.041 mole) and 40% peroxyacetic acid (7.8 g., 0.041 mole) were dissolved in glacial acetic acid (200 ml.). The solution was allowed to stand at room temperature for two weeks, then was diluted with water and extracted with methylene chloride. The extract was dried (MgSO4) and evaporated to dryness, leaving 12.6 g. (93 percent) of an off-white solid. Recrystallization from benzene gave the pure product as white needles, m.p. 144°-... Run in C(Cl)Cl (methylene chloride). Reactants: C(C)(C)(C)OC(C(C(C)C)NS(=O)(=O)C1=CC=C(C=C1)C1=CC=C(C=C1)OC(NC=1C2=C(SC1)C=CC=C2)=O)=O (2-[4′-(Benzo[b]thiophen-3-ylcarbamoyloxy)-biphenyl-4-sulfonylamino]-3-methyl-butyric acid tert-butyl ester), C(=O)(C(F)(F)F)O (TFA). Procedure: 2-[4′-(Benzo[b]thiophen-3-ylcarbamoyloxy)-biphenyl-4-sulfonylamino]-3-methyl-butyric acid tert-butyl ester (180 mg, 0.31 mmol) was dissolved in methylene chloride under N2 atmosphere, added with TFA (2 mL) at 0° C. and stirred for 4 hrs. Solvent was evaporated and the product dried under high vacuum to give 2-[4′-(Benzo[b]thiophen-3-ylcarbamoyloxy)-biphenyl-4-sulfonylamino]-3-methyl-butyric acid in 66% yield (108 mg). RXN SMILES: C([O:5][C:6](=[O:40])[CH:7]([NH:11][S:12]([C:15]1[CH:20]=[CH:19][C:18]([C:21]2[CH:26]=[CH:25][C:24]([O:27][C:28](=[O:39])[NH:29][C:30]3[C:31]4[CH:38]=[CH:37][CH:36]=[CH:35][C:32]=4[S:33][CH:34]=3)=[CH:23][CH:22]=2)=[CH:17][CH:16]=1)(=[O:14])=[O:13])[CH:8]([CH3:10])[CH3:9])(C)(C)C.C(O)(C(F)(F)F)=O>C(Cl)Cl>[S:33]1[CH:34]=[C:30]([NH:29][C:28]([O:27][C:24]2[CH:25]=[CH:26][C:21]([C:18]3[CH:17]=[CH:16][C:15]([S:12]([NH:11][CH:7]([CH:8]([CH3:9])[CH3:10])[C:6]([OH:40])=[O:5])(=[O:14])=[O:13])=[CH:20][CH:19]=3)=[CH:22][CH:23]=2)=[O:39])[C:31]2[CH:38]=[CH:37][CH:36]=[CH:35][C:32]1=2. Product: S1C2=C(C(=C1)NC(=O)OC1=CC=C(C=C1)C1=CC=C(C=C1)S(=O)(=O)NC(C(=O)O)C(C)C)C=CC=C2 (2-[4′-(Benzo[b]thiophen-3-ylcarbamoyloxy)-biphenyl-4-sulfonylamino]-3-methyl-butyric acid). The yield is 66.0%. Conditions: time 4 hour. Reactants: Br, COc1cc(N)c(F)cc1Cl, Br[Cu]Br, O=N[O-], [Na+], O. Yields the product COc1cc(Br)c(F)cc1Cl. RXN SMILES: [BrH:16].[Cl:1][c:2]1[cH:3][c:4]([F:11])[c:5]([NH2:6])[cH:7][c:8]1[O:9][CH3:10].[Cu:18]([Br:19])[Br:20].[N:12]([O-:13])=[O:14].[Na+:15].[OH2:17]>>[Cl:1][c:2]1[cH:3][c:4]([F:11])[c:5]([Br:16])[cH:7][c:8]1[O:9][CH3:10]. The reactants are C1(=CC=CC=C1)[C@H]1N(CCOC1)C(=O)OC(C)(C)C ((R)-tert-Butyl 3-phenylmorpholine-4-carboxylate), FC(C(=O)OI(OC(C(F)(F)F)=O)C1=CC=CC=C1)(F)F ([bis(trifluoroacetoxy)-iodo]benzene), IC1=CC=CC=C1 (iodobenzene), II (I2). Run in C(Cl)Cl (CH2Cl2), CCCCC (pentane), C(Cl)Cl (CH2Cl2). Reaction conditions: time 30 minute. Yields the product IC1=CC=C(C=C1)[C@H]1N(CCOC1)C(=O)OC(C)(C)C ((R)-tert-Butyl 3-(4-iodophenyl)morpholine-4-carboxylate). Yield: 37.0%. RXN SMILES: [C:1]1([C@@H:7]2[CH2:12][O:11][CH2:10][CH2:9][N:8]2[C:13]([O:15][C:16]([CH3:19])([CH3:18])[CH3:17])=[O:14])[CH:6]=[CH:5][CH:4]=[CH:3][CH:2]=1.FC(F)(F)C(O[I:25](C1C=CC=CC=1)OC(=O)C(F)(F)F)=O.II.IC1C=CC=CC=1>C(Cl)Cl.CCCCC>[I:25][C:4]1[CH:3]=[CH:2][C:1]([C@@H:7]2[CH2:12][O:11][CH2:10][CH2:9][N:8]2[C:13]([O:15][C:16]([CH3:19])([CH3:18])[CH3:17])=[O:14])=[CH:6][CH:5]=1. Reported procedure: To a solution of (R)-tert-butyl 3-phenylmorpholine-4-carboxylate 7 (41.55 g, 157.66 mmol) in CH2Cl2 (400 mL) was added [bis(trifluoroacetoxy)-iodo]benzene (74.25 g, 172.7 mmol, 1.1 eq.) followed by I2 (40 g, 157.6 mmol, 1 eq.) at room temperature (The reaction was exothermic on this scale, the temperature was maintained at room temperature by means of a water bath!). The reaction mixture was stirred at room temperature for 30 minutes. The reaction mixture was diluted with CH2Cl2 (˜200 mL) and wa... The reactants are [H-].[Na+] (NaH), COC(CCCCCCCN1C(NC2=C1C=CC=C2)=O)=O (8-(2-oxo-benzimidazolin-1-yl)-caprylic acid methyl ester), FC1=CC=C(CCl)C=C1 (4-fluorobenzylchloride). The solvent is CN(C)C=O (DMF). Product: COC(CCCCCCCN1C(N(C2=C1C=CC=C2)CC2=CC=C(C=C2)F)=O)=O (8-[3-(4-Fluorobenzyl)-2-oxo-benzimidazolin-1-yl]-caprylic acid methyl ester). RXN SMILES: [H-].[Na+].[CH3:3][O:4][C:5](=[O:23])[CH2:6][CH2:7][CH2:8][CH2:9][CH2:10][CH2:11][CH2:12][N:13]1[C:17]2[CH:18]=[CH:19][CH:20]=[CH:21][C:16]=2[NH:15][C:14]1=[O:22].[F:24][C:25]1[CH:32]=[CH:31][C:28]([CH2:29]Cl)=[CH:27][CH:26]=1>CN(C=O)C>[CH3:3][O:4][C:5](=[O:23])[CH2:6][CH2:7][CH2:8][CH2:9][CH2:10][CH2:11][CH2:12][N:13]1[C:17]2[CH:18]=[CH:19][CH:20]=[CH:21][C:16]=2[N:15]([CH2:29][C:28]2[CH:31]=[CH:32][C:25]([F:24])=[CH:26][CH:27]=2)[C:14]1=[O:22] |f:0.1|. Procedure details: The product is produced as described in example 1 from 0.72 g. of NaH (80% suspension in mineral oil), 7 g. of 8-(2-oxo-benzimidazolin-1-yl)-caprylic acid methyl ester, 100 cc. of DMF, 3.5 g. of 4-fluorobenzylchloride and 0.72 g. of NaJ. Eluant for chromatographic purification: hexane/ethylacetate.